This data is from the Open Reaction Database (ORD), a public repository of structured organic reaction records. The task is: describe an organic reaction: reactants, conditions, products, and yield Starting materials: C, O=C(Oc1cccnc1)N1CCC(Oc2cccc(OCc3ccccc3)c2)CC1, C1CCOC1, [H][H], [Pd]. The product is O=C(Oc1cccnc1)N1CCC(Oc2cccc(O)c2)CC1. As a reaction SMILES: [C:33].[CH2:1]([c:2]1[cH:3][cH:4][cH:5][cH:6][cH:7]1)[O:8][c:9]1[cH:10][c:11]([O:12][CH:13]2[CH2:14][CH2:15][N:16]([C:19](=[O:20])[O:21][c:22]3[cH:23][n:24][cH:25][cH:26][cH:27]3)[CH2:17][CH2:18]2)[cH:28][cH:29][cH:30]1.[CH2:35]1[O:36][CH2:37][CH2:38][CH2:39]1.[H:31][H:32].[Pd:34]>>[OH:8][c:9]1[cH:10][c:11]([O:12][CH:13]2[CH2:14][CH2:15][N:16]([C:19](=[O:20])[O:21][c:22]3[cH:23][n:24][cH:25][cH:26][cH:27]3)[CH2:17][CH2:18]2)[cH:28][cH:29][cH:30]1.